From a dataset of the Open Reaction Database (ORD), a public repository of structured organic reaction records. describe an organic reaction: reactants, conditions, products, and yield Reactants: C/C=C(\C)/C(=O)O[C@H]1C[C@H]([C@]2(CO[C@@H]3[C@@H]2[C@]14CO[C@@]([C@H]4[C@]([C@@H]3O)(C)[C@@]56[C@@H]7C[C@H]([C@@]5(O6)C)[C@]8(C=CO[C@H]8O7)O)(C(=O)OC)O)C(=O)OC)OC(=O)C (azadirachtin), C[O-].[Na+] (sodium methoxide). The product is C/C=C(\C)/C(=O)O[C@H]1C[C@H]([C@]2(CO[C@@H]3[C@@H]2[C@]14CO[C@@]([C@H]4[C@]([C@@H]3O)(C)[C@@]56[C@@H]7C[C@H]([C@@]5(O6)C)[C@]8(C=CO[C@H]8O7)O)(C(=O)OC)O)C(=O)OC)O (3-deacetylazadirachtin). Reaction SMILES: [CH3:1]/[CH:2]=[C:3](/[C:5]([O:7][C@@H:8]1[C@:16]23[C@H:20]([C@@:21]([C@:25]45[O:30][C@@:29]4([CH3:31])[C@@H:28]4[C@:32]6([OH:38])[C@H:36]([O:37][C@H:26]5[CH2:27]4)[O:35][CH:34]=[CH:33]6)([CH3:24])[C@H:22]([OH:23])[C@H:14]4[C@H:15]2[C@:11]([C:44]([O:46][CH3:47])=[O:45])([CH2:12][O:13]4)[C@H:10]([O:48]C(C)=O)[CH2:9]1)[C@@:19]([OH:43])([C:39]([O:41][CH3:42])=[O:40])[O:18][CH2:17]3)=[O:6])\[CH3:4].C[O-].[Na+]>>[CH3:1]/[CH:2]=[C:3](/[C:5]([O:7][C@@H:8]1[C@:16]23[C@H:20]([C@@:21]([C@:25]45[O:30][C@@:29]4([CH3:31])[C@@H:28]4[C@:32]6([OH:38])[C@H:36]([O:37][C@H:26]5[CH2:27]4)[O:35][CH:34]=[CH:33]6)([CH3:24])[C@H:22]([OH:23])[C@H:14]4[C@H:15]2[C@:11]([C:44]([O:46][CH3:47])=[O:45])([CH2:12][O:13]4)[C@H:10]([OH:48])[CH2:9]1)[C@@:19]([OH:43])([C:39]([O:41][CH3:42])=[O:40])[O:18][CH2:17]3)=[O:6])\[CH3:4] |f:1.2|. Procedure: Referring to the numbered compounds of Table 1, transesterification of azadirachtin (1) with sodium methoxide gave 3-deacetylazadirachtin (2). Heating a solution of azadirachtin (1) and acetic anhydride at reflux gave a monoacetylated product, 13O-acetylazadirachtin (4). The reactants are CN(C(C(=CC1=CC=C(C=C1)[N+](=O)[O-])CBr)=O)CCCCCCCCCCCCCCCCCC (N-methyl-N-octadecyl-α-bromomethyl-4-nitrocinnamic acid amide), C(C)(C)(C)OC(=O)NC1=CC=C(C=C1)O (4-t-butoxycarbonylaminophenol), C([O-])([O-])=O.[K+].[K+] (potassium carbonate), [I-].[Na+] (sodium iodide), CC(=O)C (acetone). Product: CN(C(C(=CC1=CC=C(C=C1)[N+](=O)[O-])COC1=CC=C(C=C1)NC(=O)OCCCC)=O)CCCCCCCCCCCCCCCCCC (N-methyl-N-octadecyl-α-(4-butoxycarbonylaminophenoxy)methyl-4-nitrocinnamic acid amide). As a reaction SMILES: [CH3:1][N:2]([CH2:18][CH2:19][CH2:20][CH2:21][CH2:22][CH2:23][CH2:24][CH2:25][CH2:26][CH2:27][CH2:28][CH2:29][CH2:30][CH2:31][CH2:32][CH2:33][CH2:34][CH3:35])[C:3](=[O:17])[C:4]([CH2:15]Br)=[CH:5][C:6]1[CH:11]=[CH:10][C:9]([N+:12]([O-:14])=[O:13])=[CH:8][CH:7]=1.[C:36]([O:40][C:41]([NH:43][C:44]1[CH:49]=[CH:48][C:47]([OH:50])=[CH:46][CH:45]=1)=[O:42])([CH3:39])(C)C.C(=O)([O-])[O-].[K+].[K+].[I-].[Na+].[CH3:59][C:60](C)=O>>[CH3:1][N:2]([CH2:18][CH2:19][CH2:20][CH2:21][CH2:22][CH2:23][CH2:24][CH2:25][CH2:26][CH2:27][CH2:28][CH2:29][CH2:30][CH2:31][CH2:32][CH2:33][CH2:34][CH3:35])[C:3](=[O:17])[C:4]([CH2:15][O:50][C:47]1[CH:46]=[CH:45][C:44]([NH:43][C:41]([O:40][CH2:36][CH2:39][CH2:59][CH3:60])=[O:42])=[CH:49][CH:48]=1)=[CH:5][C:6]1[CH:11]=[CH:10][C:9]([N+:12]([O-:14])=[O:13])=[CH:8][CH:7]=1 |f:2.3.4,5.6|. Procedure: 20 g of N-methyl-N-octadecyl-α-bromomethyl-4-nitrocinnamic acid amide, 8 g of 4-t-butoxycarbonylaminophenol, 6 g of potassium carbonate, and 0.1 g of sodium iodide were mixed with 70 ml of acetone. The mixture was then heated under reflux for 5 hours.